This data is from the Open Reaction Database (ORD), a public repository of structured organic reaction records. The task is: describe an organic reaction: reactants, conditions, products, and yield Starting materials: ClCCl, COc1ccc(C=CC(=O)O)cc1, CCN=C=NCCCN(C)C, CCN(C(C)C)C(C)C, Cl, O=C(OCc1ccccc1)C1CCCCN1. Product: COc1ccc(C=CC(=O)N2CCCCC2C(=O)OCc2ccccc2)cc1. RXN SMILES: [CH2:51]([Cl:52])[Cl:53].[CH3:17][O:18][c:19]1[cH:20][cH:21][c:22]([CH:23]=[CH:24][C:25]([OH:26])=[O:27])[cH:28][cH:29]1.[CH3:31][N:32]([CH3:33])[CH2:34][CH2:35][CH2:36][N:37]=[C:38]=[N:39][CH2:40][CH3:41].[CH:42]([N:43]([CH:44]([CH3:45])[CH3:46])[CH2:47][CH3:48])([CH3:49])[CH3:50].[ClH:30].[NH:1]1[CH:2]([C:3](=[O:4])[O:5][CH2:6][c:7]2[cH:8][cH:9][cH:10][cH:11][cH:12]2)[CH2:13][CH2:14][CH2:15][CH2:16]1>>[N:1]1([C:25]([CH:24]=[CH:23][c:22]2[cH:21][cH:20][c:19]([O:18][CH3:17])[cH:29][cH:28]2)=[O:26])[CH:2]([C:3](=[O:4])[O:5][CH2:6][c:7]2[cH:8][cH:9][cH:10][cH:11][cH:12]2)[CH2:13][CH2:14][CH2:15][CH2:16]1. Starting materials: [BH4-].[Na+] (Sodium borohydride), COC1=CC=CC=2C=C(OC21)C=O (7-methoxybenzofuran-2-carbaldehyde). Run in CO (methanol), O (water). Conditions: time 3 hour. Yields the product COC1=CC=CC=2C=C(OC21)CO (7-Methoxybenzofuran-2-yl-methanol). Yield: 96.6%. As a reaction SMILES: [BH4-].[Na+].[CH3:3][O:4][C:5]1[C:13]2[O:12][C:11]([CH:14]=[O:15])=[CH:10][C:9]=2[CH:8]=[CH:7][CH:6]=1>CO.O>[CH3:3][O:4][C:5]1[C:13]2[O:12][C:11]([CH2:14][OH:15])=[CH:10][C:9]=2[CH:8]=[CH:7][CH:6]=1 |f:0.1|. Procedure details: Sodium borohydride (0.462 g) was added in one portion to a stirred solution of 7-methoxybenzofuran-2-carbaldehyde (2.15 g) in methanol (50 ml) at room temperature and the reaction was stirred for 3 hours. The reaction mixture was then diluted with water (100 ml) and extracted with dichloromethane (3×30 ml). The organic extracts were combined, washed with water (30 ml), dried over magnesium sulphate, filtered and the solvent removed in vacuo to afford the title compound (2.10 g) as a pale orange ... Reactants: C(C1=CC=CC=C1)N1C(=C(C=C1C(NC1=CC(=C(C(=C1)CCCCCCN1C(C2=CC=CC=C2C1=O)=O)OCCCCCCN1C(C2=CC=CC=C2C1=O)=O)CCCCCCN1C(C2=CC=CC=C2C1=O)=O)=O)C=CC(=O)OCC)C#CC(C1=CC=CC=C1)(C1=CC=CC=C1)O (Ethyl 3-(1-benzyl-5-(3,5-bis(6-(1,3-dioxoisoindolin-2-yl)hexyl)-4-(6-(1,3-dioxoisoindolin-2-yl)hexyloxy)phenylcarbamoyl)-2-(3-hydroxy-3,3-diphenylprop-1-ynyl)-1H-pyrrol-3-yl)acrylate). The reagents and catalysts are [Pd] (Pd—C). Solvent: CCOC(=O)C (EtOAc). Run at time 48 hour. Yields the product C(C1=CC=CC=C1)N1C(=C(C=C1C(NC1=CC(=C(C(=C1)CCCCCCN1C(C2=CC=CC=C2C1=O)=O)OCCCCCCN1C(C2=CC=CC=C2C1=O)=O)CCCCCCN1C(C2=CC=CC=C2C1=O)=O)=O)CCC(=O)OCC)C#CC(C1=CC=CC=C1)(C1=CC=CC=C1)O (Ethyl 3-(1-benzyl-5-(3,5-bis(6-(1,3-dioxoisoindolin-2-yl)hexyl)-4-(6-(1,3-dioxoisoindolin-2-yl)hexyloxy)phenylcarbamoyl)-2-(3-hydroxy-3,3-diphenylprop-1-ynyl)-1H-pyrrol-3-yl)propanoate). The yield is 77.7%. As a reaction SMILES: [CH2:1]([N:8]1[C:12]([C:13](=[O:73])[NH:14][C:15]2[CH:20]=[C:19]([CH2:21][CH2:22][CH2:23][CH2:24][CH2:25][CH2:26][N:27]3[C:35](=[O:36])[C:34]4[C:29](=[CH:30][CH:31]=[CH:32][CH:33]=4)[C:28]3=[O:37])[C:18]([O:38][CH2:39][CH2:40][CH2:41][CH2:42][CH2:43][CH2:44][N:45]3[C:53](=[O:54])[C:52]4[C:47](=[CH:48][CH:49]=[CH:50][CH:51]=4)[C:46]3=[O:55])=[C:17]([CH2:56][CH2:57][CH2:58][CH2:59][CH2:60][CH2:61][N:62]3[C:70](=[O:71])[C:69]4[C:64](=[CH:65][CH:66]=[CH:67][CH:68]=4)[C:63]3=[O:72])[CH:16]=2)=[CH:11][C:10]([CH:74]=[CH:75][C:76]([O:78][CH2:79][CH3:80])=[O:77])=[C:9]1[C:81]#[C:82][C:83]([OH:96])([C:90]1[CH:95]=[CH:94][CH:93]=[CH:92][CH:91]=1)[C:84]1[CH:89]=[CH:88][CH:87]=[CH:86][CH:85]=1)[C:2]1[CH:7]=[CH:6][CH:5]=[CH:4][CH:3]=1>CCOC(C)=O.[Pd]>[CH2:1]([N:8]1[C:12]([C:13](=[O:73])[NH:14][C:15]2[CH:20]=[C:19]([CH2:21][CH2:22][CH2:23][CH2:24][CH2:25][CH2:26][N:27]3[C:28](=[O:37])[C:29]4[C:34](=[CH:33][CH:32]=[CH:31][CH:30]=4)[C:35]3=[O:36])[C:18]([O:38][CH2:39][CH2:40][CH2:41][CH2:42][CH2:43][CH2:44][N:45]3[C:46](=[O:55])[C:47]4[C:52](=[CH:51][CH:50]=[CH:49][CH:48]=4)[C:53]3=[O:54])=[C:17]([CH2:56][CH2:57][CH2:58][CH2:59][CH2:60][CH2:61][N:62]3[C:70](=[O:71])[C:69]4[C:64](=[CH:65][CH:66]=[CH:67][CH:68]=4)[C:63]3=[O:72])[CH:16]=2)=[CH:11][C:10]([CH2:74][CH2:75][C:76]([O:78][CH2:79][CH3:80])=[O:77])=[C:9]1[C:81]#[C:82][C:83]([OH:96])([C:84]1[CH:85]=[CH:86][CH:87]=[CH:88][CH:89]=1)[C:90]1[CH:91]=[CH:92][CH:93]=[CH:94][CH:95]=1)[C:2]1[CH:7]=[CH:6][CH:5]=[CH:4][CH:3]=1. Reported procedure: To a stirred solution of 9 (0.07 g, 0.06 mmol) in EtOAc (20 mL) was added 10% dry Pd—C (0.007 g). The resulting mixture was stirred at room temperature for 48 hours under a H2 balloon. Pd—C was filtered off and the filtrate was concentrated to give 10 as colorless oil (0.06 g, 74%). The crude product was subjected to the next reaction without further purification. 1H NMR of the crude product is as follows. 1H NMR (400 MHz, CDCl3) δ 7.78-7.80 (m, 4H), 7.63-7.68 (m, 5H), 7.21-7.28 (m, 6H), 7.12-7.... Starting materials: [Mg] (magnesium), C(C)(=O)N1CCC(CC1)=O (1-Acetyl-4-piperidone), BrC1=C(C=CC=C1)C (2-bromotoluene), BrC1=C(C=CC=C1)C (2-bromotoluene), [Br-] (bromide), [NH4+].[Cl-] (NH4Cl). Run in C(C)OCC (diethylether), C(C)OCC (diethylether). The product is C(C)(=O)N1CCC(CC1)(O)C1=C(C=CC=C1)C (1-Acetyl-4-(2-tolyl)piperid in-4-ol). Yield: 8.3%. Reaction SMILES: [Mg].Br[C:3]1[CH:8]=[CH:7][CH:6]=[CH:5][C:4]=1[CH3:9].[Br-].[C:11]([N:14]1[CH2:19][CH2:18][C:17](=[O:20])[CH2:16][CH2:15]1)(=[O:13])[CH3:12].[NH4+].[Cl-]>C(OCC)C>[C:11]([N:14]1[CH2:19][CH2:18][C:17]([C:3]2[CH:8]=[CH:7][CH:6]=[CH:5][C:4]=2[CH3:9])([OH:20])[CH2:16][CH2:15]1)(=[O:13])[CH3:12] |f:4.5|. Reported procedure: To magnesium turnings (1.82 g, 0.075 mol), covered by dry diethylether (100 mL) under a N2 atmosphere was dropwise added 2-bromotoluene (14.22 g, 0.083 mol). After addition of approximately 1/5 of the bromide the reaction was initiated by gently heating the mixture. The remaining 2-bromotoluene was added over a period of 5 min. When addition was completed the resulting mixture was refluxed for 1.5 h. 1-Acetyl-4-piperidone (9.53 g, 0.068 mol) was added dropwise at ambient temperature and diethyle... The solvent is C(Cl)(Cl)(Cl)Cl (carbon tetrachloride). RXN SMILES: [C:1]([O:4][C:5]1[CH:14]=[C:13]([CH3:15])[CH:12]=[CH:11][C:6]=1[C:7]([O:9][CH3:10])=[O:8])(=[O:3])[CH3:2].[Br:16]N1C(=O)CCC1=O.C(OOC(=O)C1C=CC=CC=1)(=O)C1C=CC=CC=1.CC(N=NC(C#N)(C)C)(C#N)C>C(Cl)(Cl)(Cl)Cl>[C:1]([O:4][C:5]1[CH:14]=[C:13]([CH2:15][Br:16])[CH:12]=[CH:11][C:6]=1[C:7]([O:9][CH3:10])=[O:8])(=[O:3])[CH3:2]. Reactants: C(C)(=O)OC1=C(C(=O)OC)C=CC(=C1)C (methyl 2-acetoxy-4-methylbenzoate), BrN1C(CCC1=O)=O (N-bromosuccinimide), C(C1=CC=CC=C1)(=O)OOC(C1=CC=CC=C1)=O (benzoyl peroxide), CC(C)(C#N)N=NC(C)(C)C#N (AIBN). Reported procedure: A solution of methyl 2-acetoxy-4-methylbenzoate (24.5 g, 0.118 mole) in carbon tetrachloride (700 ml) was treated with N-bromosuccinimide (20.96 g, 0.118 mole), benzoyl peroxide (0.5 g, catalytic) and AIBN (0.03 g). The reaction mixture was heated to reflux, held at reflux for 1 hour and then allowed to cool to ambient temperature, filtered and evaporated to give methyl 2-acetoxy-4-bromomethylbenzoate which was used without further purification (34 g, 63% of mixture is desired product). Yields the product C(C)(=O)OC1=C(C(=O)OC)C=CC(=C1)CBr (methyl 2-acetoxy-4-bromomethylbenzoate). The reactants are O (Water), C(C)OC(=O)N1C(CC(C2=CC(=C(C=C12)O)OC)=O)C (7-Hydroxy-6-methoxy-2-methyl-4-oxo-3,4-dihydro-2H-quinoline-1-carboxylic acid ethyl ester), C(C)(=O)[O-].[Na+] (sodium acetate), Cl.NO (hydroxylamine hydrochloride). Run in C(C)O (ethanol). Conditions: time 8 hour. Product: C(C)OC(=O)N1C(CC(C2=CC(=C(C=C12)O)OC)=NO)C (7-Hydroxy-4-hydroxyimino-6-methoxy-2-methyl-3,4-dihydro-2H-quinoline-1-carboxylic Acid Ethyl Ester). Yield: 88.3%. Reaction SMILES: [CH2:1]([O:3][C:4]([N:6]1[C:15]2[C:10](=[CH:11][C:12]([O:17][CH3:18])=[C:13]([OH:16])[CH:14]=2)[C:9](=O)[CH2:8][CH:7]1[CH3:20])=[O:5])[CH3:2].Cl.[NH2:22][OH:23].C([O-])(=O)C.[Na+].O>C(O)C>[CH2:1]([O:3][C:4]([N:6]1[C:15]2[C:10](=[CH:11][C:12]([O:17][CH3:18])=[C:13]([OH:16])[CH:14]=2)[C:9](=[N:22][OH:23])[CH2:8][CH:7]1[CH3:20])=[O:5])[CH3:2] |f:1.2,3.4|. Reported procedure: 7-Hydroxy-6-methoxy-2-methyl-4-oxo-3,4-dihydro-2H-quinoline-1-carboxylic acid ethyl ester (5.10 g, 18.3 mmol) was dissolved in ethanol (100 mL), and hydroxylamine hydrochloride (3.81 g, 54.8 mmol) was added, followed by sodium acetate (3.74 g, 45.7 mmol). The mixture was heated at reflux for 2 h and then left to stand at room temperature overnight. Water (100 mL) was added, and the volatiles were removed in vacuo to give a yellow slurry. This slurry was filtered and washed with water to give the... Starting materials: Cl (hydrochloric acid), ClC1=C(C=C(C(=C1)F)[N+](=O)[O-])O (2-chloro-4-fluoro-5-nitrophenol), BrC(C(=O)OCC)CCBr (ethyl 2,4-dibromobutanoate), C([O-])([O-])=O.[K+].[K+] (potassium carbonate). The solvent is CN(C)C=O (DMF). Product: ClC1=C(OC(C(=O)OCC)CCBr)C=C(C(=C1)F)[N+](=O)[O-] (ethyl 2-(2-chloro-4-fluoro-5-nitrophenoxy)-4-bromobutanoate). RXN SMILES: [Cl:1][C:2]1[CH:7]=[C:6]([F:8])[C:5]([N+:9]([O-:11])=[O:10])=[CH:4][C:3]=1[OH:12].Br[CH:14]([CH2:20][CH2:21][Br:22])[C:15]([O:17][CH2:18][CH3:19])=[O:16].C(=O)([O-])[O-].[K+].[K+].Cl>CN(C=O)C>[Cl:1][C:2]1[CH:7]=[C:6]([F:8])[C:5]([N+:9]([O-:11])=[O:10])=[CH:4][C:3]=1[O:12][CH:14]([CH2:20][CH2:21][Br:22])[C:15]([O:17][CH2:18][CH3:19])=[O:16] |f:2.3.4|. Procedure: To a solution containing 2-chloro-4-fluoro-5-nitrophenol (1 equivalent) and ethyl 2,4-dibromobutanoate (1 equivalent) in DMF is added potassium carbonate (1 equivalent) at room temperature and the mixture is stirred. After completion of the reaction, to the reaction mixture is added aqueous diluted hydrochloric acid and the mixture is extracted with ethyl acetate. After concentrating the organic layer, the residue is subjected to chromatography to give ethyl 2-(2-chloro-4-fluoro-5-nitrophenoxy)-...